This data is from the Open Reaction Database (ORD), a public repository of structured organic reaction records. The task is: describe an organic reaction: reactants, conditions, products, and yield Procedure details: To solution of 2-chloro-4-morpholin-4-yl-thieno[3,2-d]pyrimidine 4 (1.22 g) in anhydrous tetrahydrofuran (20 ml) stirring at −78° C. was added 2.5M n-butyllithium in hexanes (2.3 mL). The reaction mixture was warmed gradually to −40° C. over 1 hour, cooled to −78° C., and 1-BOC-4-Piperidone (950 mg) was added. The reaction mixture was gradually warmed to room temperature and then left to stir for 2 hours, poured into ice/water and extracted into ethyl acetate. After the usual drying and evaporat... As a reaction SMILES: [Cl:1][C:2]1[N:3]=[C:4]([N:11]2[CH2:16][CH2:15][O:14][CH2:13][CH2:12]2)[C:5]2[S:10][CH:9]=[CH:8][C:6]=2[N:7]=1.C([Li])CCC.[C:22]([N:29]1[CH2:34][CH2:33][C:32](=[O:35])[CH2:31][CH2:30]1)([O:24][C:25]([CH3:28])([CH3:27])[CH3:26])=[O:23]>O1CCCC1>[C:25]([O:24][C:22]([N:29]1[CH2:34][CH2:33][C:32]([C:9]2[S:10][C:5]3[C:4]([N:11]4[CH2:16][CH2:15][O:14][CH2:13][CH2:12]4)=[N:3][C:2]([Cl:1])=[N:7][C:6]=3[CH:8]=2)([OH:35])[CH2:31][CH2:30]1)=[O:23])([CH3:28])([CH3:26])[CH3:27]. Conditions: temperature -40 celsius, time 2 hour. Yields the product C(C)(C)(C)OC(=O)N1CCC(CC1)(O)C1=CC=2N=C(N=C(C2S1)N1CCOCC1)Cl (4-(2-chloro-4-morpholin-4-yl-thieno[3,2-d]pyrimidin-6-yl)-4-hydroxy-piperidine-1-carboxylic acid tert-butyl ester). Solvent: hexanes, O1CCCC1 (tetrahydrofuran). Starting materials: C(CCC)[Li] (n-butyllithium), ice water, ClC=1N=C(C2=C(N1)C=CS2)N2CCOCC2 (2-Chloro-4-morpholin-4-yl-thieno[3,2-d]pyrimidine), C(=O)(OC(C)(C)C)N1CCC(CC1)=O (1-BOC-4-Piperidone).